This data is from the Open Reaction Database (ORD), a public repository of structured organic reaction records. The task is: describe an organic reaction: reactants, conditions, products, and yield Starting materials: BrC(C(=O)C1=CC=CC=C1)OCC1=C(C=C(C=C1)Cl)Cl (ω-bromo-2-(2,4-dichlorobenzyloxy)acetophenone), N1C=NC=C1 (1H-Imidazole), O (water). The solvent is CN(C=O)C (dimethylformamide). Run at time 2.5 hour. Product: N1(C=NC=C1)C(C(=O)C1=CC=CC=C1)OCC1=C(C=C(C=C1)Cl)Cl (ω-(Imidazol-1-yl)-2-(2,4-dichlorobenzyloxy)acetophenone). Reaction SMILES: [NH:1]1[CH:5]=[CH:4][N:3]=[CH:2]1.Br[CH:7]([O:16][CH2:17][C:18]1[CH:23]=[CH:22][C:21]([Cl:24])=[CH:20][C:19]=1[Cl:25])[C:8]([C:10]1[CH:15]=[CH:14][CH:13]=[CH:12][CH:11]=1)=[O:9].O>CN(C)C=O>[N:1]1([CH:7]([O:16][CH2:17][C:18]2[CH:23]=[CH:22][C:21]([Cl:24])=[CH:20][C:19]=2[Cl:25])[C:8]([C:10]2[CH:11]=[CH:12][CH:13]=[CH:14][CH:15]=2)=[O:9])[CH:5]=[CH:4][N:3]=[CH:2]1. Procedure: 1H-Imidazole (10.21 g, 150 mmole) was dissolved in dimethylformamide (20 ml) and ω-bromo-2-(2,4-dichlorobenzyloxy)acetophenone (11.2 g, 29.9 mmole) was added slowly. After stirring for 2.5 hours with ice-cooling, water (120 ml) was added and the mixture was extracted with ethyl acetate (120 ml×2). The extract was washed with water (120 ml×2) and dried over anhydrous sodium sulfate. After distilling off the solvent under reduced pressure, the residue was subjected to chromatography on a silica ge... Starting materials: BrCCCCCBr, CN(C)C=O, [H-], [Na+], O, OCc1ccccc1. Yields the product BrCCCCCOCc1ccccc1. RXN SMILES: [Br:11][CH2:12][CH2:13][CH2:14][CH2:15][CH2:16][Br:17].[CH3:19][N:20]([CH3:21])[CH:22]=[O:23].[H-:1].[Na+:2].[OH2:18].[OH:3][CH2:4][c:5]1[cH:6][cH:7][cH:8][cH:9][cH:10]1>>[O:3]([CH2:4][c:5]1[cH:6][cH:7][cH:8][cH:9][cH:10]1)[CH2:16][CH2:15][CH2:14][CH2:13][CH2:12][Br:11]. The reactants are C(C1=CC(=CC=C1)OC)=O (m-anisaldehyde), CN (methylamine), [BH4-].[Na+] (sodium borohydride). The solvent is CO (methanol). Reaction conditions: temperature 0 celsius, time 2 hour. The product is COC=1C=C(C=CC1)CNC (1-(3-methoxyphenyl)-N-methylmethanamine). Isolated yield 69.9%. Reaction SMILES: [CH:1](=O)[C:2]1[CH:7]=[CH:6][CH:5]=[C:4]([O:8][CH3:9])[CH:3]=1.[CH3:11][NH2:12].[BH4-].[Na+]>CO>[CH3:9][O:8][C:4]1[CH:3]=[C:2]([CH2:1][NH:12][CH3:11])[CH:7]=[CH:6][CH:5]=1 |f:2.3|. Reported procedure: To a solution of m-anisaldehyde (205 g, 1.5 mol) in methanol (800 mL) at room temperature was added methylamine (130 mL of 40% in water, 1.5 mol). The resulting solution was cooled to 0° C. and sodium borohydride (83 g, 2.3 mol) was added in batches. The reaction solution was stirred at 0° C. for 2 h, then warmed to room temperature, concentrated in vacuo and diluted with water. The organic phase was separated, diluted with ethyl acetate, washed with 1:1 water/brine, dried over sodium sulfate an...